Dataset: the Open Reaction Database (ORD), a public repository of structured organic reaction records. Task: describe an organic reaction: reactants, conditions, products, and yield Starting materials: C(C)(C)(C)OC(=O)N1CCC(CC1)NC1=CC=C(C=C1)Cl (1-(tert-Butoxycarbonyl)-4-[(4-chlorophenyl)amino]piperidine), ClCC=1C=C(C=NC1)C1=CC(=C(C(=C1)OC)OC)OC (5-chloromethyl-3-(3,4,5-trimethoxyphenyl)pyridine). Product: C(C)(C)(C)OC(=O)N1CCC(CC1)N(CC=1C=C(C=NC1)C1=CC(=C(C(=C1)OC)OC)OC)C1=CC=C(C=C1)Cl (1-(tert-butoxycarbonyl)-4-[N-(4-chlorophenyl)-N-[[3-(3,4,5-trimethoxyphenyl)pyridin-5-yl]methyl]amino]piperidine). As a reaction SMILES: [C:1]([O:5][C:6]([N:8]1[CH2:13][CH2:12][CH:11]([NH:14][C:15]2[CH:20]=[CH:19][C:18]([Cl:21])=[CH:17][CH:16]=2)[CH2:10][CH2:9]1)=[O:7])([CH3:4])([CH3:3])[CH3:2].Cl[CH2:23][C:24]1[CH:25]=[C:26]([C:30]2[CH:35]=[C:34]([O:36][CH3:37])[C:33]([O:38][CH3:39])=[C:32]([O:40][CH3:41])[CH:31]=2)[CH:27]=[N:28][CH:29]=1>>[C:1]([O:5][C:6]([N:8]1[CH2:13][CH2:12][CH:11]([N:14]([C:15]2[CH:20]=[CH:19][C:18]([Cl:21])=[CH:17][CH:16]=2)[CH2:23][C:24]2[CH:25]=[C:26]([C:30]3[CH:35]=[C:34]([O:36][CH3:37])[C:33]([O:38][CH3:39])=[C:32]([O:40][CH3:41])[CH:31]=3)[CH:27]=[N:28][CH:29]=2)[CH2:10][CH2:9]1)=[O:7])([CH3:4])([CH3:2])[CH3:3]. Reported procedure: 1-(tert-Butoxycarbonyl)-4-[(4-chlorophenyl)amino]piperidine (621 mg) and 5-chloromethyl-3-(3,4,5-trimethoxyphenyl)pyridine (588 mg) was treated in the same manner as described in Example 9 to give light yellow amorphous of the title compound.